Dataset: the Open Reaction Database (ORD), a public repository of structured organic reaction records. Task: describe an organic reaction: reactants, conditions, products, and yield The reactants are CN1CCN(C(=O)CCc2ccc(Br)cc2)CC1, COc1ccc(CN(Cc2ccc(OC)cc2)c2ncc(-c3nc(N4CCOCC4)nc4c3CCN4)cn2)cc1, COc1ccc(CN(Cc2ccc(OC)cc2)c2ncc(-c3nc(N4CCOCC4)nc4c3CCN4c3ccc(CCC(=O)N4CCN(C)CC4)cc3)cn2)cc1. The product is CN1CCN(C(=O)CCc2ccc(N3CCc4c(-c5cnc(N)nc5)nc(N5CCOCC5)nc43)cc2)CC1. As a reaction SMILES: [Br:41][c:42]1[cH:43][cH:44][c:45]([CH2:46][CH2:47][C:48]([N:49]2[CH2:50][CH2:51][N:52]([CH3:53])[CH2:54][CH2:55]2)=[O:56])[cH:57][cH:58]1.[CH3:1][O:2][c:3]1[cH:4][cH:5][c:6]([CH2:7][N:8]([CH2:9][c:10]2[cH:11][cH:12][c:13]([O:14][CH3:15])[cH:16][cH:17]2)[c:18]2[n:19][cH:20][c:21](-[c:22]3[c:23]4[c:27]([n:28][c:29]([N:30]5[CH2:31][CH2:32][O:33][CH2:34][CH2:35]5)[n:36]3)[NH:26][CH2:25][CH2:24]4)[cH:37][n:38]2)[cH:39][cH:40]1.[CH3:59][O:60][c:61]1[cH:62][cH:63][c:64]([CH2:65][N:66]([c:67]2[n:68][cH:69][c:70](-[c:73]3[c:74]4[c:75]([n:76][c:77]([N:79]5[CH2:80][CH2:81][O:82][CH2:83][CH2:84]5)[n:78]3)[N:85]([c:88]3[cH:89][cH:90][c:91]([CH2:94][CH2:95][C:96](=[O:97])[N:98]5[CH2:99][CH2:100][N:101]([CH3:104])[CH2:102][CH2:103]5)[cH:92][cH:93]3)[CH2:86][CH2:87]4)[cH:71][n:72]2)[CH2:105][c:106]2[cH:107][cH:108][c:109]([O:110][CH3:111])[cH:112][cH:113]2)[cH:114][cH:115]1>>[NH2:66][c:67]1[n:68][cH:69][c:70](-[c:73]2[c:74]3[c:75]([n:76][c:77]([N:79]4[CH2:80][CH2:81][O:82][CH2:83][CH2:84]4)[n:78]2)[N:85]([c:88]2[cH:89][cH:90][c:91]([CH2:94][CH2:95][C:96](=[O:97])[N:98]4[CH2:99][CH2:100][N:101]([CH3:104])[CH2:102][CH2:103]4)[cH:92][cH:93]2)[CH2:86][CH2:87]3)[cH:71][n:72]1. The reactants are C([O-])([O-])=O.[K+].[K+] (potassium carbonate), COC1(C=CC(C=C1)=O)OC (4,4-dimethoxy-2,5-cyclohexadien-1-one), C(CCC)OCN(C[Si](C)(C)C)CC1=CC=CC=C1 (N-butoxymethyl-N-trimethylsilylmethylbenzylamine), FC(C(=O)O)(F)F (trifluoroacetic acid). Solvent: ClCCl (dichloromethane). Run at time 1 hour. The product is C(C1=CC=CC=C1)N1CC2C(C=CC(C2C1)=O)(OC)OC ((3aRS,7aSR)-2-benzyl-7,7-dimethoxy-2,3,3a, 4,7,7a -hexahydro-1H-4-isoindolone). RXN SMILES: [CH3:1][O:2][C:3]1([O:10][CH3:11])[CH:8]=[CH:7][C:6](=[O:9])[CH:5]=[CH:4]1.C(O[CH2:17][N:18]([CH2:24][C:25]1[CH:30]=[CH:29][CH:28]=[CH:27][CH:26]=1)[CH2:19][Si](C)(C)C)CCC.FC(F)(F)C(O)=O.C(=O)([O-])[O-].[K+].[K+]>ClCCl>[CH2:24]([N:18]1[CH2:19][CH:7]2[CH:8]([C:3]([O:2][CH3:1])([O:10][CH3:11])[CH:4]=[CH:5][C:6]2=[O:9])[CH2:17]1)[C:25]1[CH:30]=[CH:29][CH:28]=[CH:27][CH:26]=1 |f:3.4.5|. Procedure: To a solution of 22.9 g of 4,4-dimethoxy-2,5-cyclohexadien-1-one [J. Org. Chem., 52, 2763 (1987)] and 46 cm3 of N-butoxymethyl-N-trimethylsilylmethylbenzylamine in 150 cm3 of dry dichloromethane are added dropwise 3 cm3 of trifluoroacetic acid. Once the reaction mixture has reached reflux it is allowed to return to room temperature and is then stirred for for one hour. After addition of 5 g of potassium carbonate, the suspension obtained is filtered and the filtrate is concentrated to dryness un... Product: CCCc1cc(Oc2ccc(Cl)cc2)ccc1-c1noc2ccc(O)c(Cl)c12. The reactants are CC(C)CNCC(C)C, Cc1ccccc1, CCCc1cc(Oc2ccc(Cl)cc2)ccc1-c1noc2ccc(O)cc12, O=S(=O)(Cl)Cl. As a reaction SMILES: [CH2:28]([NH:29][CH2:30][CH:31]([CH3:32])[CH3:33])[CH:34]([CH3:35])[CH3:36].[CH3:42][c:43]1[cH:44][cH:45][cH:46][cH:47][cH:48]1.[Cl:1][c:2]1[cH:3][cH:4][c:5]([O:6][c:7]2[cH:8][c:9]([CH2:23][CH2:24][CH3:25])[c:10](-[c:13]3[n:14][o:15][c:16]4[c:17]3[cH:18][c:19]([OH:22])[cH:20][cH:21]4)[cH:11][cH:12]2)[cH:26][cH:27]1.[S:37]([Cl:38])(=[O:39])([Cl:40])=[O:41]>>[Cl:1][c:2]1[cH:3][cH:4][c:5]([O:6][c:7]2[cH:8][c:9]([CH2:23][CH2:24][CH3:25])[c:10](-[c:13]3[n:14][o:15][c:16]4[c:17]3[c:18]([Cl:40])[c:19]([OH:22])[cH:20][cH:21]4)[cH:11][cH:12]2)[cH:26][cH:27]1. Starting materials: O=C(Br)CBr, ClCCl, CCOC(=O)CCNC(=O)c1cc(OCc2ccc(C#N)cc2)ccc1N, O. The product is CCOC(=O)CCNC(=O)c1cc(OCc2ccc(C#N)cc2)ccc1NC(=O)CBr. Reaction SMILES: [Br:1][CH2:2][C:3](=[O:4])[Br:5].[CH2:33]([Cl:34])[Cl:35].[CH2:6]([CH3:7])[O:8][C:9]([CH2:10][CH2:11][NH:12][C:13]([c:14]1[c:15]([NH2:30])[cH:16][cH:17][c:18]([O:20][CH2:21][c:22]2[cH:23][cH:24][c:25]([C:28]#[N:29])[cH:26][cH:27]2)[cH:19]1)=[O:31])=[O:32].[OH2:36]>>[Br:1][CH2:2][C:3](=[O:4])[NH:30][c:15]1[c:14]([C:13]([NH:12][CH2:11][CH2:10][C:9]([O:8][CH2:6][CH3:7])=[O:32])=[O:31])[cH:19][c:18]([O:20][CH2:21][c:22]2[cH:23][cH:24][c:25]([C:28]#[N:29])[cH:26][cH:27]2)[cH:17][cH:16]1.